This data is from the Open Reaction Database (ORD), a public repository of structured organic reaction records. The task is: describe an organic reaction: reactants, conditions, products, and yield Reaction SMILES: [C:8](=[O:9])([O-:10])[O-:11].[CH3:1][O:2][S:3]([O:4][CH3:5])(=[O:6])=[O:7].[CH3:29][N:30]([CH3:31])[CH:32]=[O:33].[K+:12].[K+:13].[NH2:14][c:15]1[c:16]([C:17](=[O:18])[OH:19])[c:20]([O:26][CH3:27])[cH:21][c:22]([O:24][CH3:25])[cH:23]1.[OH2:28]>>[CH3:1][O:19][C:17]([c:16]1[c:15]([NH2:14])[cH:23][c:22]([O:24][CH3:25])[cH:21][c:20]1[O:26][CH3:27])=[O:18]. Product: COC(=O)c1c(N)cc(OC)cc1OC. Starting materials: O=C([O-])[O-], COS(=O)(=O)OC, CN(C)C=O, [K+], [K+], COc1cc(N)c(C(=O)O)c(OC)c1, O. Reactants: C1CCNCC1, ClCCl, COC1=C(OC)C(=O)C(Cc2ccc(-c3ccccc3)c(C(=O)O)c2)=C(C)C1=O, CN(C)c1ccncc1. Product: COC1=C(OC)C(=O)C(Cc2ccc(-c3ccccc3)c(C(=O)N3CCCCC3)c2)=C(C)C1=O. RXN SMILES: [CH2:30]1[CH2:31][CH2:32][NH:33][CH2:34][CH2:35]1.[CH2:45]([Cl:46])[Cl:47].[CH3:1][O:2][C:3]1=[C:8]([O:9][CH3:10])[C:7](=[O:11])[C:6]([CH2:12][c:13]2[cH:14][cH:15][c:16](-[c:22]3[cH:23][cH:24][cH:25][cH:26][cH:27]3)[c:17]([C:18](=[O:19])[OH:20])[cH:21]2)=[C:5]([CH3:28])[C:4]1=[O:29].[CH3:36][N:37]([CH3:38])[c:39]1[cH:40][cH:41][n:42][cH:43][cH:44]1>>[CH3:1][O:2][C:3]1=[C:8]([O:9][CH3:10])[C:7](=[O:11])[C:6]([CH2:12][c:13]2[cH:14][cH:15][c:16](-[c:22]3[cH:23][cH:24][cH:25][cH:26][cH:27]3)[c:17]([C:18](=[O:19])[N:33]3[CH2:32][CH2:31][CH2:30][CH2:35][CH2:34]3)[cH:21]2)=[C:5]([CH3:28])[C:4]1=[O:29]. Reactants: ClC1=NC=NC(=C1)C1=C(C(=CC=C1)F)F (4-chloro-6-(2,3-difluorophenyl)pyrimidine), C(C#CCC)O (2-pentyn-1-ol), O (water), [H-].[Na+] (sodium hydride). The solvent is CN(C=O)C (N,N-dimethylformamide). Conditions: time 5 hour. The product is FC1=C(C=CC=C1F)C1=NC=NC(=C1)OCC#CCC (4-(2,3-difluorophenyl)-6-(2-pentynyloxy)pyrimidine). Isolated yield 86.3%. Reaction SMILES: Cl[C:2]1[CH:7]=[C:6]([C:8]2[CH:13]=[CH:12][CH:11]=[C:10]([F:14])[C:9]=2[F:15])[N:5]=[CH:4][N:3]=1.[CH2:16]([OH:21])[C:17]#[C:18][CH2:19][CH3:20].[H-].[Na+].O>CN(C)C=O>[F:15][C:9]1[C:10]([F:14])=[CH:11][CH:12]=[CH:13][C:8]=1[C:6]1[CH:7]=[C:2]([O:21][CH2:16][C:17]#[C:18][CH2:19][CH3:20])[N:3]=[CH:4][N:5]=1 |f:2.3|. Reported procedure: In 9 ml of N,N-dimethylformamide were dissolved 202 mg of 4-chloro-6-(2,3-difluorophenyl)pyrimidine and 112 mg of 2-pentyn-1-ol, to which 54 mg of sodium hydride (60% in oil) was added, followed by stirring at room temperature for 5 hours. The reaction mixture was then poured into water and extracted with ethyl acetate. The organic layer was washed with a saturated aqueous sodium chloride solution, dried over anhydrous magnesium sulfate, and then concentrated. The resulting residue was subjected...